The task is: describe an organic reaction: reactants, conditions, products, and yield. This data is from the Open Reaction Database (ORD), a public repository of structured organic reaction records. The reactants are C(=O)(O)[O-].[Na+] (NaHCO3), C(C)OC(C=C(C1=CC2=C(N=C(N=C2)SC)N1C1=C(C=CC=C1F)F)C1=C(C=CC=C1)Cl)=O (3-(2-chloro-phenyl)-3-[7-(2,6-difluorophenyl)-2-methylsulfanyl-7H-pyrrolo[2,3-d]pyrimidin-6-yl]-acrylic acid ethyl ester), OOS(=O)[O-].[K+] (Oxone), S(=O)(=O)(O[O-])[O-].[K+].[K+] (potassium peroxymonosulfate). Procedure details: To a solution of 3-(2-chloro-phenyl)-3-[7-(2,6-difluorophenyl)-2-methylsulfanyl-7H-pyrrolo[2,3-d]pyrimidin-6-yl]-acrylic acid ethyl ester, 13, (0.33 g, 0.68 mmol) in THF/methanol (4 mL of 1:1 mixture) is added dropwise a solution of Oxone® (potassium peroxymonosulfate) (1.46 g, 2.38 mmol) in H2O (4 mL). After stirring the reaction for 1 hour at room temperature, the solution is poured into aqueous saturated NaHCO3. The aqueous phase is extracted with CHCl3 and the combined organic phases are dri... The solvent is C1CCOC1.CO (THF methanol), O (H2O). RXN SMILES: [CH2:1]([O:3][C:4](=[O:33])[CH:5]=[C:6]([C:26]1[CH:31]=[CH:30][CH:29]=[CH:28][C:27]=1[Cl:32])[C:7]1[N:17]([C:18]2[C:23]([F:24])=[CH:22][CH:21]=[CH:20][C:19]=2[F:25])[C:10]2[N:11]=[C:12](SC)[N:13]=[CH:14][C:9]=2[CH:8]=1)[CH3:2].O[O:35][S:36]([O-:38])=O.[K+].S([O-])(O[O-])(=O)=O.[K+].[K+].[C:48]([O-])(O)=O.[Na+]>C1COCC1.CO.O>[CH2:1]([O:3][C:4](=[O:33])[CH:5]=[C:6]([C:26]1[CH:31]=[CH:30][CH:29]=[CH:28][C:27]=1[Cl:32])[C:7]1[N:17]([C:18]2[C:23]([F:24])=[CH:22][CH:21]=[CH:20][C:19]=2[F:25])[C:10]2[N:11]=[C:12]([S:36]([CH3:48])(=[O:38])=[O:35])[N:13]=[CH:14][C:9]=2[CH:8]=1)[CH3:2] |f:1.2,3.4.5,6.7,8.9|. The product is C(C)OC(C=C(C1=CC2=C(N=C(N=C2)S(=O)(=O)C)N1C1=C(C=CC=C1F)F)C1=C(C=CC=C1)Cl)=O (3-(2-chlorophenyl)-3-[7-(2,6-difluorophenyl)-2-methanesulfonyl-7H-pyrrolo[2,3-d]pyrimidin-6-yl]-acrylic acid ethyl ester).